Dataset: the Open Reaction Database (ORD), a public repository of structured organic reaction records. Task: describe an organic reaction: reactants, conditions, products, and yield Reactants: C1(=CC=CC2=CC=CC=C12)NC(=S)N (naphthalen-1-yl-thiourea), ClCC(=O)CCl (1,3-dichloroacetone). The solvent is CC(=O)C (acetone). Run at time 8 hour. The product is ClCC=1N=C(SC1)NC1=CC=CC2=CC=CC=C12 ((4-Chloromethyl-thiazol-2-yl)-naphthalen-1-yl-amine). As a reaction SMILES: [C:1]1([NH:11][C:12]([NH2:14])=[S:13])[C:10]2[C:5](=[CH:6][CH:7]=[CH:8][CH:9]=2)[CH:4]=[CH:3][CH:2]=1.[Cl:15][CH2:16][C:17]([CH2:19]Cl)=O>CC(C)=O>[Cl:15][CH2:16][C:17]1[N:14]=[C:12]([NH:11][C:1]2[C:10]3[C:5](=[CH:6][CH:7]=[CH:8][CH:9]=3)[CH:4]=[CH:3][CH:2]=2)[S:13][CH:19]=1. Procedure details: To a solution of naphthalen-1-yl-thiourea (iii) (2.02 g, 10 mmol) in acetone (50 mL) at room temperature was added 1,3-dichloroacetone (1.03 g, 10.5 mmol). The reaction mixture was stirred at room temperature overnight. The reaction mixture was filtered and washed with methanol. The filtrate was treated with hexane to afford a white precipitate. The precipitate was filtered and washed with hexane. Reactants: O=C(O)c1cc(C(=O)O)c(C(=O)N(Cc2cccc(Br)c2)C2CCCc3ccccc32)cc1C(=O)O, OB(O)c1ccc(Cl)c(Cl)c1. The product is O=C(O)c1cc(C(=O)O)c(C(=O)N(Cc2cccc(-c3ccc(Cl)c(Cl)c3)c2)C2CCCc3ccccc32)cc1C(=O)O. RXN SMILES: [Br:1][c:2]1[cH:3][c:4]([CH2:5][N:6]([C:7](=[O:8])[c:9]2[c:10]([C:21](=[O:22])[OH:23])[cH:11][c:12]([C:18](=[O:19])[OH:20])[c:13]([C:15](=[O:16])[OH:17])[cH:14]2)[CH:24]2[CH2:25][CH2:26][CH2:27][c:28]3[cH:29][cH:30][cH:31][cH:32][c:33]32)[cH:34][cH:35][cH:36]1.[Cl:37][c:38]1[cH:39][c:40]([B:45]([OH:46])[OH:47])[cH:41][cH:42][c:43]1[Cl:44]>>[c:2]1(-[c:40]2[cH:39][c:38]([Cl:37])[c:43]([Cl:44])[cH:42][cH:41]2)[cH:3][c:4]([CH2:5][N:6]([C:7](=[O:8])[c:9]2[c:10]([C:21](=[O:22])[OH:23])[cH:11][c:12]([C:18](=[O:19])[OH:20])[c:13]([C:15](=[O:16])[OH:17])[cH:14]2)[CH:24]2[CH2:25][CH2:26][CH2:27][c:28]3[cH:29][cH:30][cH:31][cH:32][c:33]32)[cH:34][cH:35][cH:36]1.